From a dataset of the Open Reaction Database (ORD), a public repository of structured organic reaction records. describe an organic reaction: reactants, conditions, products, and yield The reactants are CCCCP(CCCC)CCCC, CCOC(C)=O, O, COC(=O)Cc1ccc(O)cc1, CC(=CCO)c1ccc2c(c1)Cc1ccccc1-2, c1ccccc1. The product is COC(=O)Cc1ccc(OCC=C(C)c2ccc3c(c2)Cc2ccccc2-3)cc1. RXN SMILES: [CH2:13]([P:14]([CH2:15][CH2:16][CH2:17][CH3:18])[CH2:19][CH2:20][CH2:21][CH3:22])[CH2:23][CH2:24][CH3:25].[CH3:51][CH2:52][O:53][C:54](=[O:55])[CH3:56].[OH2:50].[OH:1][c:2]1[cH:3][cH:4][c:5]([CH2:8][C:9](=[O:10])[O:11][CH3:12])[cH:6][cH:7]1.[cH:26]1[c:27]([C:39](=[CH:40][CH2:41][OH:42])[CH3:43])[cH:28][cH:29][c:30]2[c:38]1[CH2:37][c:36]1[c:31]-2[cH:32][cH:33][cH:34][cH:35]1.[cH:44]1[cH:45][cH:46][cH:47][cH:48][cH:49]1>>[O:1]([c:2]1[cH:3][cH:4][c:5]([CH2:8][C:9](=[O:10])[O:11][CH3:12])[cH:6][cH:7]1)[CH2:41][CH:40]=[C:39]([c:27]1[cH:26][c:38]2[c:30]([cH:29][cH:28]1)-[c:31]1[cH:32][cH:33][cH:34][cH:35][c:36]1[CH2:37]2)[CH3:43]. Reactants: BrB(Br)Br, COc1cc2onc(-c3ccccc3F)c2cc1Cl, CC(Cl)Cl. Product: Oc1cc2onc(-c3ccccc3F)c2cc1Cl. RXN SMILES: [B:20]([Br:21])([Br:22])[Br:23].[Cl:1][c:2]1[c:3]([O:18][CH3:19])[cH:4][c:5]2[c:6]([c:7](-[c:10]3[c:11]([F:16])[cH:12][cH:13][cH:14][cH:15]3)[n:8][o:9]2)[cH:17]1.[Cl:24][CH:25]([Cl:26])[CH3:27]>>[Cl:1][c:2]1[c:3]([OH:18])[cH:4][c:5]2[c:6]([c:7](-[c:10]3[c:11]([F:16])[cH:12][cH:13][cH:14][cH:15]3)[n:8][o:9]2)[cH:17]1. Starting materials: O1CCOC2=C1C=CC(=C2)CNC2CCN(CC2)CCN2C(C=NC1=CC=CC=C21)=O (1-(2-(4-((2,3-dihydro-1,4-benzodioxin-6-ylmethyl)amino)piperidin-1-yl)ethyl)quinoxalin-2(1H)-one), Cl.C(C)(=O)OCC (hydrogen chloride ethyl acetate). The solvent is C(C)(=O)OCC (ethyl acetate), C(C)(=O)OCC (ethyl acetate). Conditions: time 10 minute. Yields the product Cl.O1CCOC2=C1C=CC(=C2)CNC2CCN(CC2)CCN2C(C=NC1=CC=CC=C21)=O (1-(2-(4-((2,3-dihydro-1,4-benzodioxin-6-ylmethyl)amino)piperidin-1-yl)ethyl)quinoxalin-2(1H)-one hydrochloride). Reaction SMILES: [O:1]1[C:6]2[CH:7]=[CH:8][C:9]([CH2:11][NH:12][CH:13]3[CH2:18][CH2:17][N:16]([CH2:19][CH2:20][N:21]4[C:30]5[C:25](=[CH:26][CH:27]=[CH:28][CH:29]=5)[N:24]=[CH:23][C:22]4=[O:31])[CH2:15][CH2:14]3)=[CH:10][C:5]=2[O:4][CH2:3][CH2:2]1.[ClH:32].C(OCC)(=O)C>C(OCC)(=O)C>[ClH:32].[O:1]1[C:6]2[CH:7]=[CH:8][C:9]([CH2:11][NH:12][CH:13]3[CH2:18][CH2:17][N:16]([CH2:19][CH2:20][N:21]4[C:30]5[C:25](=[CH:26][CH:27]=[CH:28][CH:29]=5)[N:24]=[CH:23][C:22]4=[O:31])[CH2:15][CH2:14]3)=[CH:10][C:5]=2[O:4][CH2:3][CH2:2]1 |f:1.2,4.5|. Procedure: To 5 mL of an ethyl acetate solution containing 0.15 g of 1-(2-(4-((2,3-dihydro-1,4-benzodioxin-6-ylmethyl)amino)piperidin-1-yl)ethyl)quinoxalin-2(1H)-one, 5 mL of 4.0 mol/L hydrogen chloride/ethyl acetate was added at room temperature. The mixture was stirred at the same temperature for 10 min, and the solvent was removed under reduced pressure. To the residue thus obtained, ethyl acetate was added and the resulting solid was filtered to afford 0.16 g of 1-(2-(4-((2,3-dihydro-1,4-benzodioxin-6-... Starting materials: CeCl3, C(=O)[C@H]1[C@H](CC(N1C)=O)C1=CC=CC=C1 ((±)-(4R*,5R*)-5-formyl-1-methyl-4-phenylpyrrolidin-2-one), C(=O)[C@H]1[C@H](CC(N1C)=O)C1=CC=CC=C1 ((±)-(4R*,5R*)-5-formyl-1-methyl-4-phenylpyrrolidin-2-one), [NH4+].[Cl-] (NH4Cl), ClC=1C=C(CBr)C=CC1 (3-chlorobenzyl bromide), ClC=1C=C(CBr)C=CC1 (3-chlorobenzyl bromide), II (I2). Run in C1CCOC1 (THF), CCOCC (Et2O), CCOCC (Et2O). Yields the product ClC=1C=C(C=CC1)C[C@@H](O)[C@H]1[C@H](CC(N1C)=O)C1=CC=CC=C1 ((±)-(4R*,5R*)-5-[(1R*)-2-(3-chlorophenyl)-1-hydroxyethyl]-1-methyl-4-phenylpyrrolidin-2-one). Yield: 34.4%. Reaction SMILES: [Cl:1][C:2]1[CH:3]=[C:4]([CH:7]=[CH:8][CH:9]=1)[CH2:5]Br.II.[CH:12]([C@@H:14]1[N:18]([CH3:19])[C:17](=[O:20])[CH2:16][C@@H:15]1[C:21]1[CH:26]=[CH:25][CH:24]=[CH:23][CH:22]=1)=[O:13].[NH4+].[Cl-]>CCOCC.C1COCC1>[Cl:1][C:2]1[CH:3]=[C:4]([CH2:5][C@H:12]([C@@H:14]2[N:18]([CH3:19])[C:17](=[O:20])[CH2:16][C@@H:15]2[C:21]2[CH:26]=[CH:25][CH:24]=[CH:23][CH:22]=2)[OH:13])[CH:7]=[CH:8][CH:9]=1 |f:3.4|. Procedure details: A portion of a mixture of 3-chlorobenzyl bromide (0.53 mL, 4.0 mmol) and Et2O (0.5 mL) was added to Mg turnings and I2 (catalytic amount) in Et2O (4 mL). Once the reaction was initiated, the rest of the 3-chlorobenzyl bromide was added. When the reaction subsided, the resulting green mixture was transferred into a −78° C. suspension of CeCl3 (1.05 g, 4.3 mmol) in THF (4 mL). A solution of the (±)-(4R*,5R*)-5-formyl-1-methyl-4-phenylpyrrolidin-2-one (Intermediate Z, 1M in THF, 3 mL, 3 mmol) was a... Starting materials: C1CCOC1, Cl, O=C(Cl)C1(F)CC1, CC1=C(C#N)C(c2ccc(C#N)cc2)n2nc(N)nc2N1c1cccc(C(F)(F)F)c1, c1ccncc1. The product is CC1=C(C#N)C(c2ccc(C#N)cc2)n2nc(NC(=O)C3(F)CC3)nc2N1c1cccc(C(F)(F)F)c1. As a reaction SMILES: [CH2:46]1[O:47][CH2:48][CH2:49][CH2:50]1.[ClH:1].[F:39][C:40]1([C:43](=[O:44])[Cl:45])[CH2:41][CH2:42]1.[NH2:2][c:3]1[n:4][n:5]2[c:6]([n:32]1)[N:7]([c:22]1[cH:23][c:24]([C:28]([F:29])([F:30])[F:31])[cH:25][cH:26][cH:27]1)[C:8]([CH3:21])=[C:9]([C:19]#[N:20])[CH:10]2[c:11]1[cH:12][cH:13][c:14]([C:17]#[N:18])[cH:15][cH:16]1.[cH:33]1[cH:34][cH:35][n:36][cH:37][cH:38]1>>[NH:2]([c:3]1[n:4][n:5]2[c:6]([n:32]1)[N:7]([c:22]1[cH:23][c:24]([C:28]([F:29])([F:30])[F:31])[cH:25][cH:26][cH:27]1)[C:8]([CH3:21])=[C:9]([C:19]#[N:20])[CH:10]2[c:11]1[cH:12][cH:13][c:14]([C:17]#[N:18])[cH:15][cH:16]1)[C:43]([C:40]1([F:39])[CH2:41][CH2:42]1)=[O:44]. Starting materials: [Cl-].[Al+3].[Cl-].[Cl-] (aluminium chloride), ice, C(C(=O)Cl)(=O)Cl (oxalyl chloride), COC1=C(C2=CC=CC=C2C=C1)CCC(=O)O (3-(2-Methoxy-1-naphthyl)propanoic Acid). Reagents/catalysts: CN(C=O)C (dimethylformamide). The solvent is ClCCl (dichloromethane). Run at temperature 0 celsius, time 1 hour. Yields the product COC1=C2CCC(C=3C=CC=C(C=C1)C32)=O (4-Methoxy-2,3-dihydro-1H-phenalenone). RXN SMILES: C(Cl)(=O)C(Cl)=O.[CH3:7][O:8][C:9]1[CH:18]=[CH:17][C:16]2[C:11](=[CH:12][CH:13]=[CH:14][CH:15]=2)[C:10]=1[CH2:19][CH2:20][C:21]([OH:23])=O.[Cl-].[Al+3].[Cl-].[Cl-]>ClCCl.CN(C)C=O>[CH3:7][O:8][C:9]1[CH:18]=[CH:17][C:16]2[C:11]3[C:10]=1[CH2:19][CH2:20][C:21](=[O:23])[C:12]=3[CH:13]=[CH:14][CH:15]=2 |f:2.3.4.5|. Procedure details: In a 250 ml three-necked flask, oxalyl chloride (1.95 ml, 2.19.10−2 mol, 1 eq.) is added dropwise, under argon, to a solution of the acid obtained in Step D (5 g, 2.17.10−2 mol) in anhydrous dichloromethane (225 ml) at 0° C. A few drops of anhydrous dimethylformamide are then added. After 1 hour at 0° C., slight evolution of gas is still observed and the three-necked flask is left at ambient temperature for 40 minutes. After return to 0° C., aluminium chloride (7.5 g, 5.62.10−2 mol, 2.6 eq.) is ... The reactants are Cl (hydrocloric acid), C(C1=CC=CC=C1)NC(=N)C1=CC=2N(C3=CC=CC=C3SC2C=C1)C(CN(CC)CC)C (N-benzyl-10-[(2RS)-1-diethylamino-2-propyl]-2-phenothiazinecarboxamidine). Solvent: CC(=O)C (acetone), CC(=O)C (acetone). Run at temperature 25 celsius, time 3 hour. The product is Cl.Cl.C(C1=CC=CC=C1)NC(=N)C1=CC=2N(C3=CC=CC=C3SC2C=C1)C(CN(CC)CC)C (N-benzyl-10-[(2RS)-1-diethylamino-2-propyl]-2-phenothiazinecarboxamidine dihydrochloride). As a reaction SMILES: [ClH:1].[CH2:2]([NH:9][C:10]([C:12]1[CH:25]=[CH:24][C:23]2[S:22][C:21]3[C:16](=[CH:17][CH:18]=[CH:19][CH:20]=3)[N:15]([CH:26]([CH3:33])[CH2:27][N:28]([CH2:31][CH3:32])[CH2:29][CH3:30])[C:14]=2[CH:13]=1)=[NH:11])[C:3]1[CH:8]=[CH:7][CH:6]=[CH:5][CH:4]=1>CC(C)=O>[ClH:1].[ClH:1].[CH2:2]([NH:9][C:10]([C:12]1[CH:25]=[CH:24][C:23]2[S:22][C:21]3[C:16](=[CH:17][CH:18]=[CH:19][CH:20]=3)[N:15]([CH:26]([CH3:33])[CH2:27][N:28]([CH2:31][CH3:32])[CH2:29][CH3:30])[C:14]=2[CH:13]=1)=[NH:11])[C:3]1[CH:4]=[CH:5][CH:6]=[CH:7][CH:8]=1 |f:3.4.5|. Procedure: A 3.5N acetone solution (1.42 cc) of hydrocloric acid is added dropwise to an acetone solution (11 cc) of N-benzyl-10-[(2RS)-1-diethylamino-2-propyl]-2-phenothiazinecarboxamidine (0.74 g). The mixture is stirred for 3 hours at 25° C. and then concentrated to dryness under reduced pressure (30 mm Hg; 4 kPa) at 50° C. The residue is taken up in ethyl ether (50 cc) and the suspension is kept stirred for 3 hours at 25° C. The solid is filtered off on sintered glass, washed with ethyl ether (2×5 cc) ... The reactants are C[Si](C)(C)N=[N+]=[N-] (trimethylsilyl azide), C[Al](C)C (trimethylaluminum), C(#N)C=1C=C(C=C(C1)F)C1=NC(=NO1)C1=NC=C(C=C1)F (5-(3-cyano-5-fluorophenyl)-3-(5-fluoro-pyrid-2-yl)-1,2,4-oxadiazole). The solvent is C1(=CC=CC=C1)C (toluene). Reaction conditions: temperature 80 celsius. Yields the product FC=1C=CC(=NC1)C1=NOC(=N1)C1=CC(=CC(=C1)C1=NN=NN1)F (3-(5-fluoro-pyrid-2-yl)-5-[3-fluoro-5-(1H-tetraazol-5-yl)-phenyl]-1,2,4-oxadiazole). The yield is 36.0%. Reaction SMILES: C[Al](C)C.C[Si]([N:9]=[N+:10]=[N-:11])(C)C.[C:12]([C:14]1[CH:15]=[C:16]([C:21]2[O:25][N:24]=[C:23]([C:26]3[CH:31]=[CH:30][C:29]([F:32])=[CH:28][N:27]=3)[N:22]=2)[CH:17]=[C:18]([F:20])[CH:19]=1)#[N:13]>C1(C)C=CC=CC=1>[F:32][C:29]1[CH:30]=[CH:31][C:26]([C:23]2[N:22]=[C:21]([C:16]3[CH:15]=[C:14]([C:12]4[NH:13][N:11]=[N:10][N:9]=4)[CH:19]=[C:18]([F:20])[CH:17]=3)[O:25][N:24]=2)=[N:27][CH:28]=1. Procedure details: To a mixture of 2 M trimethylaluminum (0.45 mL, 0.9 mmole, toluene) with toluene (1 mL) at 10° C., trimethylsilyl azide (0.119 mL, 0.9 mmole) was added, followed by the addition of 5-(3-cyano-5-fluorophenyl)-3-(5-fluoro-pyrid-2-yl)-1,2,4-oxadiazole. The reaction was heated at 80° C. for 2 hours and then quenched with 6 N hydrochloride (2 mL) and solid was collected by filtration. The product was recrystallized with dimethylformamide to give 59 mg (36%) of 3-(5-fluoro-pyrid-2-yl)-5-[3-fluoro-5-(1... As a reaction SMILES: [CH3:1][c:2]1[c:3]([S:8](=[O:9])(=[O:10])[NH:11][C:12](=[O:13])[c:14]2[cH:15][c:16]([N+:20]([O-:21])=[O:22])[cH:17][cH:18][cH:19]2)[cH:4][cH:5][cH:6][cH:7]1.[CH3:24][CH2:25][OH:26].[OH2:23]>>[CH3:1][c:2]1[c:3]([S:8](=[O:9])(=[O:10])[NH:11][C:12](=[O:13])[c:14]2[cH:15][c:16]([NH2:20])[cH:17][cH:18][cH:19]2)[cH:4][cH:5][cH:6][cH:7]1. The reactants are Cc1ccccc1S(=O)(=O)NC(=O)c1cccc([N+](=O)[O-])c1, CCO, O. Yields the product Cc1ccccc1S(=O)(=O)NC(=O)c1cccc(N)c1.